The task is: describe an organic reaction: reactants, conditions, products, and yield. This data is from the Open Reaction Database (ORD), a public repository of structured organic reaction records. Starting materials: CC=1SC(=NN1)C1=CC=CC=C1 (2-methyl-5-phenyl-1,3,4-thiadiazole), CN1C(=NC=C1[N+](=O)[O-])C=O (1-methyl-5-nitroimidazole-2-carboxaldehyde), O (water), C(C)(=O)OC(C)=O (acetic anhydride). Reagents/catalysts: [Cl-].[Cl-].[Zn+2] (ZnCl2). The solvent is C(C)(=O)O (acetic acid). Product: C1(=CC=CC=C1)C=1SC(=NN1)C=CC=1N(C(=CN1)[N+](=O)[O-])C (2-phenyl-5-[2-(1-methyl-5-nitroimidazol-2-yl)-vinyl]-1,3,4-thiadiazole). Yield: 55.9%. As a reaction SMILES: [CH3:1][C:2]1[S:3][C:4]([C:7]2[CH:12]=[CH:11][CH:10]=[CH:9][CH:8]=2)=[N:5][N:6]=1.[CH3:13][N:14]1[C:18]([N+:19]([O-:21])=[O:20])=[CH:17][N:16]=[C:15]1[CH:22]=O.C(OC(=O)C)(=O)C.O>C(O)(=O)C.[Cl-].[Cl-].[Zn+2]>[C:7]1([C:4]2[S:3][C:2]([CH:1]=[CH:22][C:15]3[N:14]([CH3:13])[C:18]([N+:19]([O-:21])=[O:20])=[CH:17][N:16]=3)=[N:6][N:5]=2)[CH:8]=[CH:9][CH:10]=[CH:11][CH:12]=1 |f:5.6.7|. Reported procedure: 17.6 g of 2-methyl-5-phenyl-1,3,4-thiadiazole, 15.5 g of 1-methyl-5-nitroimidazole-2-carboxaldehyde and 0.5 g of ZnCl2 are heated in 100 ml of acetic acid and 50 ml of acetic anhydride for 7 hours at reflux temperature. After water has been added to the reaction mixture, the precipitated solid is recrystallized from glacial acetic acid. 17.5 g of a product melting at 257° C. is obtained, corresponding to 56% of the theory. Procedure details: Methyl 2-chloro-4-methanesulfonyl-3-dimethoxymethylbenzoate in an amount of 3.0 g (9.3 mmol) was dissolved in methanol in a volume of 30 ml, and to the resulting solution, was added 10% aqueous solution of sodium hydroxide in a volume of 20 ml, and then, the mixture was stirred for 1 hour at an ambient temperature. The reacted-mixture was then added with 1-N hydrochloric acid to make it acidic, and crystals precipitated were filtrated, washed with water and dried to obtain the objective compound... The reactants are ClC1=C(C(=O)OC)C=CC(=C1C(OC)OC)S(=O)(=O)C (Methyl 2-chloro-4-methanesulfonyl-3-dimethoxymethylbenzoate), 1-N, Cl (hydrochloric acid), aqueous solution, [OH-].[Na+] (sodium hydroxide). The product is ClC1=C(C(=O)O)C=CC(=C1C(OC)OC)S(=O)(=O)C (2-chloro-4-methanesulfonyl-3-dimethoxymethylbenzoic acid). Run at time 1 hour. The solvent is CO (methanol). As a reaction SMILES: [Cl:1][C:2]1[C:11]([CH:12]([O:15][CH3:16])[O:13][CH3:14])=[C:10]([S:17]([CH3:20])(=[O:19])=[O:18])[CH:9]=[CH:8][C:3]=1[C:4]([O:6]C)=[O:5].[OH-].[Na+].Cl>CO>[Cl:1][C:2]1[C:11]([CH:12]([O:15][CH3:16])[O:13][CH3:14])=[C:10]([S:17]([CH3:20])(=[O:19])=[O:18])[CH:9]=[CH:8][C:3]=1[C:4]([OH:6])=[O:5] |f:1.2|. Reaction SMILES: C([O:4][C:5]1[CH:29]=[CH:28][C:8]([C:9]([N:11]2[CH2:16][CH2:15][CH:14]([N:17]3[C:27]4[C:22](=[CH:23][CH:24]=[CH:25][CH:26]=4)[CH2:21][CH2:20][C:18]3=[O:19])[CH2:13][CH2:12]2)=[O:10])=[CH:7][CH:6]=1)C=C.Cl.CN(C)[C:33]1[CH:38]=CC=C[CH:34]=1>>[OH:4][C:5]1[CH:6]=[CH:7][C:8]([C:9]([N:11]2[CH2:12][CH2:13][CH:14]([N:17]3[C:27]4[C:22](=[CH:23][CH:24]=[CH:25][CH:26]=4)[CH2:21][CH2:20][C:18]3=[O:19])[CH2:15][CH2:16]2)=[O:10])=[CH:28][C:29]=1[CH2:38][CH:33]=[CH2:34]. Yields the product OC1=C(C=C(C(=O)N2CCC(CC2)N2C(=O)CCC3=CC=CC=C23)C=C1)CC=C (1-[1-(4-hydroxy-3-allylbenzoyl)-4-piperidinyl]-3,4-dihydrocarbostyril). Reported procedure: 1-[1-(4-Allyloxybenzoyl)-4-piperidinyl]-3,4-dihydrocarbostyril (1.15 g) is dissolved in N,N-dimethylaniline (5 ml) and the mixture is heated at 180°-190° C. for 8 hours. After cooling, the reaction mixture is adjusted to around pH 4 by adding hydrochloric acid thereto. The mixture is extracted with dichloromethane and dried with magnesium sulfate. The solvent is distilled off and the residue is purified by silica gel column chromatography (solvent: n-hexane:ethyl acetate=3:1→1:3) and further pur... Reactants: C(C=C)OC1=CC=C(C(=O)N2CCC(CC2)N2C(=O)CCC3=CC=CC=C23)C=C1 (1-[1-(4-Allyloxybenzoyl)-4-piperidinyl]-3,4-dihydrocarbostyril), CN(C1=CC=CC=C1)C (N,N-dimethylaniline), Cl (hydrochloric acid).